Dataset: the Open Reaction Database (ORD), a public repository of structured organic reaction records. Task: describe an organic reaction: reactants, conditions, products, and yield Starting materials: C([O-])(O)=O.[Na+] (sodium bicarbonate), [I-].C[P+](C1=CC=CC=C1)(C1=CC=CC=C1)C1=CC=CC=C1 (Methyl triphenylphosphonium iodide), C1=CC(=CC2=CC=CC=C12)SC1=C(C=CC=C1)C=O (2-(3-naphtylsulfanyl)benzenecarbaldehyde), CC(C)([O-])C.[K+] (potassium tert-butoxide). Solvent: CCOCC (ether). Conditions: time 10 minute. Product: C1=CC(=CC2=CC=CC=C12)SC1=C(C=CC=C1)C=C (1-(3-naphtylsulfanyl)-2-vinylbenzene). The yield is 79.8%. Reaction SMILES: [I-].[CH3:2][P+](C1C=CC=CC=1)(C1C=CC=CC=1)C1C=CC=CC=1.CC(C)([O-])C.[K+].[CH:28]1[C:37]2[C:32](=[CH:33][CH:34]=[CH:35][CH:36]=2)[CH:31]=[C:30]([S:38][C:39]2[CH:44]=[CH:43][CH:42]=[CH:41][C:40]=2[CH:45]=O)[CH:29]=1.C(=O)(O)[O-].[Na+]>CCOCC>[CH:28]1[C:37]2[C:32](=[CH:33][CH:34]=[CH:35][CH:36]=2)[CH:31]=[C:30]([S:38][C:39]2[CH:44]=[CH:43][CH:42]=[CH:41][C:40]=2[CH:45]=[CH2:2])[CH:29]=1 |f:0.1,2.3,5.6|. Procedure details: Methyl triphenylphosphonium iodide (1.56 g, 3.87 mmol) was dissolved in 25 mL ether in a 50 ml round-bottom flask at 0° C. under dry nitrogen. To the mixture was added in one portion potassium tert-butoxide (0.46 g, 4.15 mmol) and was stirred for 10 min at room temperature. 2-(3-naphtylsulfanyl)benzenecarbaldehyde (0.73 g, 2.77 mmol) was added in one portion at 0° C. and the reaction mixture was stirred for additional 2.5 h at room temperature. The mixture was added to 50 mL, of saturated sodium... The reactants are C(C1=CC=CC=C1)OC1=CC=C(C=C1)N1C(N(C=2C1=NC=CC2C)C(C)C)=O (3-[4-(benzyloxy)phenyl]-7-methyl-1-(1-methylethyl)-1,3-dihydro-2H-imidazo[4,5-b]pyridin-2-one). Reagents/catalysts: [Pd] (Pd—C). Solvent: CCO (EtOH). Reaction conditions: time 1 hour. The product is OC1=CC=C(C=C1)N1C(N(C=2C1=NC=CC2C)C(C)C)=O (3-(4-hydroxyphenyl)-7-methyl-1-(1-methylethyl)-1,3-dihydro-2H-imidazo[4,5-b]pyridin-2-one). As a reaction SMILES: C([O:8][C:9]1[CH:14]=[CH:13][C:12]([N:15]2[C:19]3=[N:20][CH:21]=[CH:22][C:23]([CH3:24])=[C:18]3[N:17]([CH:25]([CH3:27])[CH3:26])[C:16]2=[O:28])=[CH:11][CH:10]=1)C1C=CC=CC=1>CCO.[Pd]>[OH:8][C:9]1[CH:10]=[CH:11][C:12]([N:15]2[C:19]3=[N:20][CH:21]=[CH:22][C:23]([CH3:24])=[C:18]3[N:17]([CH:25]([CH3:26])[CH3:27])[C:16]2=[O:28])=[CH:13][CH:14]=1. Procedure details: A mixture of 3-[4-(benzyloxy)phenyl]-7-methyl-1-(1-methylethyl)-1,3-dihydro-2H-imidazo[4,5-b]pyridin-2-one (215 mg) and 10% Pd—C (30.6 mg) in EtOH (10 mL) was hydrogenated under balloon pressure at room temperature for 1 h. The catalyst was removed by filtration and the filtrate was concentrated in vacuo to give 3-(4-hydroxyphenyl)-7-methyl-1-(1-methylethyl)-1,3-dihydro-2H-imidazo[4,5-b]pyridin-2-one as a colorless solid. To a solution of this solid in DMF (10 mL) were added sodium hydride (27.8... The reactants are CCN1CCN(C(=O)c2ccc(Br)cn2)CC1, COc1ccc(CN(Cc2ccc(OC)cc2)c2ncc(-c3nc(N4CCOCC4)nc4c3CCN4)cn2)cc1. Product: CCN1CCN(C(=O)c2ccc(N3CCc4c(-c5cnc(N(Cc6ccc(OC)cc6)Cc6ccc(OC)cc6)nc5)nc(N5CCOCC5)nc43)cn2)CC1. As a reaction SMILES: [Br:41][c:42]1[cH:43][cH:44][c:45]([C:48](=[O:49])[N:50]2[CH2:51][CH2:52][N:53]([CH2:56][CH3:57])[CH2:54][CH2:55]2)[n:46][cH:47]1.[CH3:1][O:2][c:3]1[cH:4][cH:5][c:6]([CH2:7][N:8]([c:9]2[n:10][cH:11][c:12](-[c:15]3[c:16]4[c:17]([n:18][c:19]([N:21]5[CH2:22][CH2:23][O:24][CH2:25][CH2:26]5)[n:20]3)[NH:27][CH2:28][CH2:29]4)[cH:13][n:14]2)[CH2:30][c:31]2[cH:32][cH:33][c:34]([O:37][CH3:38])[cH:35][cH:36]2)[cH:39][cH:40]1>>[CH3:1][O:2][c:3]1[cH:4][cH:5][c:6]([CH2:7][N:8]([c:9]2[n:10][cH:11][c:12](-[c:15]3[c:16]4[c:17]([n:18][c:19]([N:21]5[CH2:22][CH2:23][O:24][CH2:25][CH2:26]5)[n:20]3)[N:27]([c:42]3[cH:43][cH:44][c:45]([C:48](=[O:49])[N:50]5[CH2:51][CH2:52][N:53]([CH2:56][CH3:57])[CH2:54][CH2:55]5)[n:46][cH:47]3)[CH2:28][CH2:29]4)[cH:13][n:14]2)[CH2:30][c:31]2[cH:32][cH:33][c:34]([O:37][CH3:38])[cH:35][cH:36]2)[cH:39][cH:40]1. Starting materials: [BH4-], CC(C)(C)c1ccc(C=O)cc1, CO, NCCc1ccc(Cl)cc1, Cl, [Na+]. The product is CC(C)(C)c1ccc(CNCCc2ccc(Cl)cc2)cc1. Reaction SMILES: [BH4-:23].[C:1]([CH3:2])([CH3:3])([CH3:4])[c:5]1[cH:6][cH:7][c:8]([CH:9]=[O:10])[cH:11][cH:12]1.[CH3:26][OH:27].[Cl:13][c:14]1[cH:15][cH:16][c:17]([CH2:20][CH2:21][NH2:22])[cH:18][cH:19]1.[ClH:25].[Na+:24]>>[C:1]([CH3:2])([CH3:3])([CH3:4])[c:5]1[cH:6][cH:7][c:8]([CH2:9][NH:22][CH2:21][CH2:20][c:17]2[cH:16][cH:15][c:14]([Cl:13])[cH:19][cH:18]2)[cH:11][cH:12]1. Starting materials: CO, COCCOC, COC(=O)C1(c2ccc(B3OC(C)(C)C(C)(C)O3)c(Cl)c2)CC1, Cc1nc(C)c(-c2ccc(OS(=O)(=O)C(F)(F)F)cc2)nc1C(N)=O, [K+], [K+], [K+], O, O=P([O-])([O-])[O-]. Product: COC(=O)C1(c2ccc(-c3ccc(-c4nc(C(N)=O)c(C)nc4C)cc3)c(Cl)c2)CC1. As a reaction SMILES: [CH3:57][OH:58].[CH3:59][O:60][CH2:61][CH2:62][O:63][CH3:64].[Cl:26][c:27]1[cH:28][c:29]([C:42]2([C:45](=[O:46])[O:47][CH3:48])[CH2:43][CH2:44]2)[cH:30][cH:31][c:32]1[B:33]1[O:34][C:35]([CH3:36])([CH3:37])[C:38]([CH3:39])([CH3:40])[O:41]1.[F:1][C:2]([F:3])([F:4])[S:5]([O:6][c:7]1[cH:8][cH:9][c:10](-[c:13]2[n:14][c:15]([C:21]([NH2:22])=[O:23])[c:16]([CH3:20])[n:17][c:18]2[CH3:19])[cH:11][cH:12]1)(=[O:24])=[O:25].[K+:54].[K+:55].[K+:56].[OH2:65].[P:49]([O-:50])([O-:51])([O-:52])=[O:53]>>[c:7]1(-[c:32]2[c:27]([Cl:26])[cH:28][c:29]([C:42]3([C:45](=[O:46])[O:47][CH3:48])[CH2:43][CH2:44]3)[cH:30][cH:31]2)[cH:8][cH:9][c:10](-[c:13]2[n:14][c:15]([C:21]([NH2:22])=[O:23])[c:16]([CH3:20])[n:17][c:18]2[CH3:19])[cH:11][cH:12]1. The reactants are C(C)(=O)C1=C(C=CC=C1)NC(C=C(C)C)=O (3-Methyl-but-2-enoic acid (2-acetyl-phenyl)-amide), C(C)(C)N (isopropylamine), [BH4-].[Na+] (sodium borohydride). The reagents and catalysts are CC([O-])C.[Ti+4].CC([O-])C.CC([O-])C.CC([O-])C (titanium(IV) isopropoxide). Run at time 16 hour. The product is C(C)(C)NC(C)C1=C(C=CC=C1)NC(C=C(C)C)=O (3-Methyl-but-2-enoic acid [2-(1-isopropylamino-ethyl)-phenyl]-amide). The yield is 83.0%. RXN SMILES: [C:1]([C:4]1[CH:9]=[CH:8][CH:7]=[CH:6][C:5]=1[NH:10][C:11](=[O:16])[CH:12]=[C:13]([CH3:15])[CH3:14])(=O)[CH3:2].[CH:17]([NH2:20])([CH3:19])[CH3:18].[BH4-].[Na+]>CC(C)[O-].[Ti+4].CC(C)[O-].CC(C)[O-].CC(C)[O-]>[CH:17]([NH:20][CH:1]([C:4]1[CH:9]=[CH:8][CH:7]=[CH:6][C:5]=1[NH:10][C:11](=[O:16])[CH:12]=[C:13]([CH3:15])[CH3:14])[CH3:2])([CH3:19])[CH3:18] |f:2.3,4.5.6.7.8|. Reported procedure: The product of Example 10 (217 mg, 1.0 mmol) was placed in a flame dried 25 mL round bottom flask, and flushed with Ar(g). The flask was charged with 8 mL of absolute ethanol, followed by isopropylamine (85.2 μL, 1.0 mmol), followed by the addition of titanium(IV) isopropoxide (0.59 mL, 2.0 mmol). The reaction was allowed to proceed at room temperature for 16 hours. After this time sodium borohydride (60 mg, 1.5 mmol) was added slowly over 10 minutes, and the mixture was allowed to stir for an a... The reactants are CC1=C(C(=O)O)C=CC=C1C (2,3-dimethylbenzoic acid), [N+](=O)(O)[O-] (nitric acid), BrBr (bromine). Reagents/catalysts: [N+](=O)([O-])[O-].[Ag+] (silver nitrate). Solvent: C(C)(=O)O (acetic acid), O (water), O (water). Run at time 1 hour. The product is BrC=1C=C(C(=C(C(=O)O)C1)C)C (5-Bromo-2,3-dimethyl-benzoic acid). The yield is 83.9%. RXN SMILES: [CH3:1][C:2]1[C:10]([CH3:11])=[CH:9][CH:8]=[CH:7][C:3]=1[C:4]([OH:6])=[O:5].[N+]([O-])(O)=O.[Br:16]Br>C(O)(=O)C.O.[N+]([O-])([O-])=O.[Ag+]>[Br:16][C:8]1[CH:9]=[C:10]([CH3:11])[C:2]([CH3:1])=[C:3]([CH:7]=1)[C:4]([OH:6])=[O:5] |f:5.6|. Procedure: To a solution of 2,3-dimethylbenzoic acid (5 g, 33.3 mmol, 1.0 eq) in acetic acid (167 mL) at room temperature was added a solution of conc. nitric acid (25.2 g, 399 mmol, 12 eq), water (15 g, 0.83 mmol, 25 eq) and bromine (5.85 g, 36.6 mmol, 1.1 eq). A solution of silver nitrate (7.35 g, 43 mmol, 1.3 eq) in water (43 mL) was then added dropwise over 30 min. Once addition was completed, the reaction was stirred at room temperature for 1 h, then quenched by addition of water and EtOAc. The aqueou... Starting materials: C#CCC(C)NS(=O)(=O)c1ccc(C)cc1, CC(CC#C[Si](C)(C)C)NS(=O)(=O)c1cccc(C(F)(F)F)c1. Product: C#CCC(C)NS(=O)(=O)c1cccc(C(F)(F)F)c1. As a reaction SMILES: [CH3:1][c:2]1[cH:3][cH:4][c:5]([S:6]([NH:7][CH:8]([CH2:9][C:10]#[CH:11])[CH3:12])(=[O:13])=[O:14])[cH:15][cH:16]1.[F:17][C:18]([c:19]1[cH:20][c:21]([S:25](=[O:26])(=[O:27])[NH:28][CH:29]([CH3:30])[CH2:31][C:32]#[C:33][Si:34]([CH3:35])([CH3:36])[CH3:37])[cH:22][cH:23][cH:24]1)([F:38])[F:39]>>[F:17][C:18]([c:19]1[cH:20][c:21]([S:25](=[O:26])(=[O:27])[NH:28][CH:29]([CH3:30])[CH2:31][C:32]#[CH:33])[cH:22][cH:23][cH:24]1)([F:38])[F:39].